From a dataset of the Open Reaction Database (ORD), a public repository of structured organic reaction records. describe an organic reaction: reactants, conditions, products, and yield Reactants: [BH4-], [BH4-], COC(=O)c1ccc(C(=O)C(Cc2cccc(OC(F)(F)C(F)F)c2)C(=O)OCc2ccccc2)cc1, CCOCC, Cl, [Zn+2]. Yields the product COC(=O)c1ccc(C(O)C(Cc2cccc(OC(F)(F)C(F)F)c2)C(=O)OCc2ccccc2)cc1. RXN SMILES: [BH4-:44].[BH4-:46].[CH3:1][O:2][C:3](=[O:4])[c:5]1[cH:6][cH:7][c:8]([C:11]([CH:12]([C:13](=[O:14])[O:15][CH2:16][c:17]2[cH:18][cH:19][cH:20][cH:21][cH:22]2)[CH2:23][c:24]2[cH:25][c:26]([O:30][C:31]([CH:32]([F:33])[F:34])([F:35])[F:36])[cH:27][cH:28][cH:29]2)=[O:37])[cH:9][cH:10]1.[CH3:39][CH2:40][O:41][CH2:42][CH3:43].[ClH:38].[Zn+2:45]>>[CH3:1][O:2][C:3](=[O:4])[c:5]1[cH:6][cH:7][c:8]([CH:11]([CH:12]([C:13](=[O:14])[O:15][CH2:16][c:17]2[cH:18][cH:19][cH:20][cH:21][cH:22]2)[CH2:23][c:24]2[cH:25][c:26]([O:30][C:31]([CH:32]([F:33])[F:34])([F:35])[F:36])[cH:27][cH:28][cH:29]2)[OH:37])[cH:9][cH:10]1. The reactants are C(C1=CC=CC=C1)N1C(CCC1CO[Si](C)(C)C(C)(C)C)CO (1-benzyl-5-t-butyldimethylsilyloxymethyl-2-hydroxymethylpyrrolidine), [H][H] (hydrogen). Reagents/catalysts: [OH-].[OH-].[Pd+2] (palladium hydroxide on carbon). Run in CO (methanol). The product is [Si](C)(C)(C(C)(C)C)OCC1CCC(N1)CO (5-t-butyldimethylsilyloxymethyl-2-hydroxymethylpyrrolidine). Isolated yield 86.8%. RXN SMILES: C([N:8]1[CH:12]([CH2:13][O:14][Si:15]([C:18]([CH3:21])([CH3:20])[CH3:19])([CH3:17])[CH3:16])[CH2:11][CH2:10][CH:9]1[CH2:22][OH:23])C1C=CC=CC=1.[H][H]>CO.[OH-].[OH-].[Pd+2]>[Si:15]([O:14][CH2:13][CH:12]1[NH:8][CH:9]([CH2:22][OH:23])[CH2:10][CH2:11]1)([C:18]([CH3:21])([CH3:20])[CH3:19])([CH3:17])[CH3:16] |f:3.4.5|. Reported procedure: To a solution of 1-benzyl-5-t-butyldimethylsilyloxymethyl-2-hydroxymethylpyrrolidine (6.3 g) in methanol (63 ml) was added palladium hydroxide on carbon (630 mg) under nitrogen atmosphere. The apparatus was evacuated to remove nitrogen, then filled with hydrogen, and the mixture was stirred under hydrogen atmosphere until 19 mmol of hydrogen was absorbed. The palladium hydroxide on carbon was filtered off and the solvent was removed under reduced pressure to give 5-t-butyldimethylsilyloxymethyl-... Reactants: [Na] (sodium), C(CC(=O)C)(=O)[O-] (acetoacetate), CC(C)(C(CC(Br)(Br)Br)Br)O (2-methyl-3,5,5,5-tetrabromopentan-2-ol). The solvent is C(C)O (ethanol). Run at temperature 0 celsius, time 4 hour. Yields the product C(C)(=O)C1C(=O)OC(C1C=C(Br)Br)(C)C (2-acetyl-3-(2',2'-dibromovinyl)-4-methyl-γ-valerolactone). As a reaction SMILES: [Na].[C:2]([O-:8])(=[O:7])[CH2:3][C:4]([CH3:6])=[O:5].[CH3:9][C:10](O)([CH:12](Br)[CH2:13][C:14](Br)([Br:16])[Br:15])[CH3:11]>C(O)C>[C:4]([CH:3]1[CH:12]([CH:13]=[C:14]([Br:16])[Br:15])[C:10]([CH3:11])([CH3:9])[O:8][C:2]1=[O:7])(=[O:5])[CH3:6] |^1:0|. Reported procedure: A solution of 23 g of sodium in 1,000 ml of ethanol was added dropwise to 251 g (0.5 mol) of the acetoacetate of 2-methyl-3,5,5,5-tetrabromopentan-2-ol at 0° C. and the mixture was subsequently stirred at 0° C. for 4 hours, then allowed to come to room temperature and concentrated somewhat under reduced pressure. Working up was carried out as in Example 4. 125 g of 2-acetyl-3-(2',2'-dibromovinyl)-4-methyl-γ-valerolactone were obtained, which was processed as described in Example 2. Reactants: NC(CC(C(=O)OCC)C)C1=C(C=CC=C1OC)F (ethyl 4-amino-4-(2-fluoro-6-methoxyphenyl)-2-methylbutanoate), ClC=1N=C(SC1)C=1C=C(C=O)C=CC1 (3-(4-chlorothiazol-2-yl)benzaldehyde). The product is ClC=1N=C(SC1)C=1C=C(CN2C(C(CC2C2=C(C=CC=C2OC)F)C)=O)C=CC1 (1-(3-(4-chlorothiazol-2-yl)benzyl)-5-(2-fluoro-6-methoxyphenyl)-3-methylpyrrolidin-2-one). Reaction SMILES: [NH2:1][CH:2]([C:11]1[C:16]([O:17][CH3:18])=[CH:15][CH:14]=[CH:13][C:12]=1[F:19])[CH2:3][CH:4]([CH3:10])[C:5]([O:7]CC)=O.[Cl:20][C:21]1[N:22]=[C:23]([C:26]2[CH:27]=[C:28]([CH:31]=[CH:32][CH:33]=2)[CH:29]=O)[S:24][CH:25]=1>>[Cl:20][C:21]1[N:22]=[C:23]([C:26]2[CH:27]=[C:28]([CH:31]=[CH:32][CH:33]=2)[CH2:29][N:1]2[CH:2]([C:11]3[C:16]([O:17][CH3:18])=[CH:15][CH:14]=[CH:13][C:12]=3[F:19])[CH2:3][CH:4]([CH3:10])[C:5]2=[O:7])[S:24][CH:25]=1. Procedure: Prepared according to the described general procedure 2 (GP2) by reaction of ethyl 4-amino-4-(2-fluoro-6-methoxyphenyl)-2-methylbutanoate with 3-(4-chlorothiazol-2-yl)benzaldehyde. Subsequent purification by preparative HPLC afforded the target compound. LC-MS (conditions A): tR=0.93 min.; [M+H]+: 430.96 g/mol.